From a dataset of the Open Reaction Database (ORD), a public repository of structured organic reaction records. describe an organic reaction: reactants, conditions, products, and yield The product is FC1=C(C=CC(=C1)N1C(COCC1)=O)NC(=O)CN1C[C@@H]([C@H](C1)OC)NC(=O)C=1SC(=CC1)Cl (5-chloro-thiophene-2-carboxylic acid ((3S,4S)-1-{[2-fluoro-4-(3-oxo-morpholin-4-yl)-phenylcar-bamoyl]-methyl}-4-methoxy-pyrrolidin-3-yl)-amide). As a reaction SMILES: C(O[C:4](=[O:22])[CH2:5][N:6]1[CH2:10][C@H:9]([O:11][CH3:12])[C@@H:8]([NH:13][C:14]([C:16]2[S:17][C:18]([Cl:21])=[CH:19][CH:20]=2)=[O:15])[CH2:7]1)C.[NH2:23][C:24]1[CH:29]=[CH:28][C:27]([N:30]2[CH2:35][CH2:34][O:33][CH2:32][C:31]2=[O:36])=[CH:26][C:25]=1[F:37]>>[F:37][C:25]1[CH:26]=[C:27]([N:30]2[CH2:35][CH2:34][O:33][CH2:32][C:31]2=[O:36])[CH:28]=[CH:29][C:24]=1[NH:23][C:4]([CH2:5][N:6]1[CH2:10][C@H:9]([O:11][CH3:12])[C@@H:8]([NH:13][C:14]([C:16]2[S:17][C:18]([Cl:21])=[CH:19][CH:20]=2)=[O:15])[CH2:7]1)=[O:22]. The reactants are C(C)OC(CN1C[C@@H]([C@H](C1)OC)NC(=O)C=1SC(=CC1)Cl)=O ({(3S,4S)-3-[(5-chloro-thiophene-2-carbonyl)-amino]-4-methoxy-pyrrolidin-1-yl}-acetic acid ethyl ester), NC1=C(C=C(C=C1)N1C(COCC1)=O)F (4-(4-amino-3-fluoro-phenyl)-morpholin-3-one). Reported procedure: Using general procedure F {(3S,4S)-3-[(5-chloro-thiophene-2-carbonyl)-amino]-4-methoxy-pyrrolidin-1-yl}-acetic acid ethyl ester (example 25.2) was reacted with 4-(4-amino-3-fluoro-phenyl)-morpholin-3-one (CAS 438056-69-0) to give 5-chloro-thiophene-2-carboxylic acid ((3S,4S)-1-{[2-fluoro-4-(3-oxo-morpholin-4-yl)-phenylcar-bamoyl]-methyl}-4-methoxy-pyrrolidin-3-yl)-amide. Yellow solid. MS 511.3 ([M+H]+) The reactants are C(CC)=C(C(=O)[O-])C#N (2-propylidenecyanoacetate), COC(N(C)C)OC (dimethylformamide dimethylacetal), Br (hydrogen bromide), C(C)(=O)O (acetic acid). Yields the product BrC1=C(C(=O)OCC)C=C(C=N1)C (ethyl 2-bromo-5-methylnicotinate). Reaction SMILES: [CH:1](=[C:4]([C:8]#[N:9])[C:5]([O-:7])=[O:6])[CH2:2][CH3:3].[CH3:10]OC(OC)N(C)C.[BrH:18].[C:19](O)(=O)[CH3:20]>>[Br:18][C:8]1[N:9]=[CH:3][C:2]([CH3:10])=[CH:1][C:4]=1[C:5]([O:7][CH2:19][CH3:20])=[O:6]. Procedure: Following the procedure of Baldwin, et al., J. Org. Chem., 43(12), 2529 (1978), 5.70 g of 2-propylidenecyanoacetate (37 mmol) was reacted with 4.43 g of dimethylformamide dimethylacetal (37 mmol). The resulting adduct was reacted with hydrogen bromide in acetic acid to give ethyl 2-bromo-5-methylnicotinate. The crude bromide was dissolved in 30 mL of ethanol, 15 mL of n-propylamine was added, and the resultant solution was heated in a sealed tube at 100° C. for 5 hours. After cooling to ambient ... The reactants are [BH3-]C#N, CO, CCOC(C)=O, CN(C(=O)C(C)(C)c1cc(C(F)(F)F)cc(C(F)(F)F)c1)c1cnc(N2CCC(=O)CC2)cc1-c1ccccc1Cl, [Na+]. Product: CN(C(=O)C(C)(C)c1cc(C(F)(F)F)cc(C(F)(F)F)c1)c1cnc(N2CCC(N)CC2)cc1-c1ccccc1Cl. As a reaction SMILES: [C:44](#[N:45])[BH3-:46].[CH3:42][OH:43].[CH3:48][CH2:49][O:50][C:51](=[O:52])[CH3:53].[F:1][C:2]([c:3]1[cH:4][c:5]([C:13]([C:14](=[O:15])[N:16]([CH3:17])[c:18]2[c:19](-[c:31]3[c:32]([Cl:37])[cH:33][cH:34][cH:35][cH:36]3)[cH:20][c:21]([N:24]3[CH2:25][CH2:26][C:27](=[O:30])[CH2:28][CH2:29]3)[n:22][cH:23]2)([CH3:38])[CH3:39])[cH:6][c:7]([C:9]([F:10])([F:11])[F:12])[cH:8]1)([F:40])[F:41].[Na+:47]>>[F:1][C:2]([c:3]1[cH:4][c:5]([C:13]([C:14](=[O:15])[N:16]([CH3:17])[c:18]2[c:19](-[c:31]3[c:32]([Cl:37])[cH:33][cH:34][cH:35][cH:36]3)[cH:20][c:21]([N:24]3[CH2:25][CH2:26][CH:27]([NH2:45])[CH2:28][CH2:29]3)[n:22][cH:23]2)([CH3:38])[CH3:39])[cH:6][c:7]([C:9]([F:10])([F:11])[F:12])[cH:8]1)([F:40])[F:41]. Starting materials: SC=1NC2=C(N1)C=CC=C2 (2-mercaptobenzimidazole), C[O-].[Na+] (sodium methoxide), C(C)(=O)OCC1=NC=CC(=C1C)OCC (2-acetoxymethyl-3-methyl-4-ethoxy-pyridine), S(=O)(Cl)Cl (thionyl chloride). Solvent: CO (methanol), C(Cl)(Cl)Cl (chloroform), CO (methanol). Yields the product C(C)OC1=C(C(=NC=C1)CSC1=NC2=C(N1)C=CC=C2)C (2-[(4-ethoxy-3-methylpyridin-2-yl)-methylthio]-1H-benzimidazole). Isolated yield 18.3%. As a reaction SMILES: C(O[CH2:5][C:6]1[C:11]([CH3:12])=[C:10]([O:13][CH2:14][CH3:15])[CH:9]=[CH:8][N:7]=1)(=O)C.S(Cl)(Cl)=O.[SH:20][C:21]1[NH:22][C:23]2[CH:29]=[CH:28][CH:27]=[CH:26][C:24]=2[N:25]=1.C[O-].[Na+]>C(Cl)(Cl)Cl.CO>[CH2:14]([O:13][C:10]1[CH:9]=[CH:8][N:7]=[C:6]([CH2:5][S:20][C:21]2[NH:25][C:24]3[CH:26]=[CH:27][CH:28]=[CH:29][C:23]=3[N:22]=2)[C:11]=1[CH3:12])[CH3:15] |f:3.4|. Reported procedure: 10.7 g of 2-acetoxymethyl-3-methyl-4-ethoxy-pyridine was dissolved in chloroform, and 28.2 g (4 eq.) of thionyl chloride was added. The mixture was heated to reflux for one hour and then concentrated, and a residue resulting therefrom was dissolved in methanol. The solution was added in advance to 8.4 g (1 eq.) of 2-mercaptobenzimidazole, 71 mL of a 28% sodium methoxide solution, and 150 mL of methanol, and the mixture was heated to reflux for one hour. Methanol was distilled off, and ice and et... The reactants are CC1(C)CC(=O)c2cc(O)ccc2O1, [H-], CCCCI, [Na+], CN(C)C=O. Yields the product CCCCOc1ccc2c(c1)C(=O)CC(C)(C)O2. Reaction SMILES: [CH3:1][C:2]1([CH3:14])[O:3][c:4]2[cH:5][cH:6][c:7]([OH:13])[cH:8][c:9]2[C:10](=[O:12])[CH2:11]1.[H-:15].[I:17][CH2:18][CH2:19][CH2:20][CH3:21].[Na+:16].[O:22]=[CH:23][N:24]([CH3:25])[CH3:26]>>[CH3:1][C:2]1([CH3:14])[O:3][c:4]2[cH:5][cH:6][c:7]([O:13][CH2:18][CH2:19][CH2:20][CH3:21])[cH:8][c:9]2[C:10](=[O:12])[CH2:11]1. The reactants are CCC1CCCCN1, [Cl-], Fc1c(Cl)ncnc1Cl, [H-], [NH4+], [Na+], C1CCOC1. Yields the product CCC1CCCCN1c1ncnc(Cl)c1F. Reaction SMILES: [CH2:3]([CH3:4])[CH:5]1[NH:6][CH2:7][CH2:8][CH2:9][CH2:10]1.[Cl-:20].[Cl:11][c:12]1[n:13][cH:14][n:15][c:16]([Cl:19])[c:17]1[F:18].[H-:1].[NH4+:21].[Na+:2].[O:22]1[CH2:23][CH2:24][CH2:25][CH2:26]1>>[CH2:3]([CH3:4])[CH:5]1[N:6]([c:16]2[n:15][cH:14][n:13][c:12]([Cl:11])[c:17]2[F:18])[CH2:7][CH2:8][CH2:9][CH2:10]1. Reactants: COc1ccc(Cn2c(=O)ccn(C3OC(C(O)C(NCCCNC(=O)C(NC(=O)OCc4ccccc4)C(C)O)C(=O)OC(C)(C)C)C(O[Si](C)(C)C(C)(C)C)C3O[Si](C)(C)C(C)(C)C)c2=O)cc1, CO. Product: COc1ccc(Cn2c(=O)ccn(C3OC(C(O)C(NCCCNC(=O)C(N)C(C)O)C(=O)OC(C)(C)C)C(O[Si](C)(C)C(C)(C)C)C3O[Si](C)(C)C(C)(C)C)c2=O)cc1. As a reaction SMILES: [C:1]([CH3:2])([CH3:3])([CH3:4])[Si:5]([O:6][CH:7]1[CH:8]([CH:37]([CH:38]([NH:39][CH2:40][CH2:41][CH2:42][NH:43][C:44]([CH:45]([NH:46][C:47](=[O:48])[O:49][CH2:50][c:51]2[cH:52][cH:53][cH:54][cH:55][cH:56]2)[CH:57]([CH3:58])[OH:59])=[O:60])[C:61](=[O:62])[O:63][C:64]([CH3:65])([CH3:66])[CH3:67])[OH:68])[O:9][CH:10]([n:20]2[c:21](=[O:36])[n:22]([CH2:27][c:28]3[cH:29][cH:30][c:31]([O:34][CH3:35])[cH:32][cH:33]3)[c:23](=[O:26])[cH:24][cH:25]2)[CH:11]1[O:12][Si:13]([CH3:14])([CH3:15])[C:16]([CH3:17])([CH3:18])[CH3:19])([CH3:69])[CH3:70].[CH3:71][OH:72]>>[C:1]([CH3:2])([CH3:3])([CH3:4])[Si:5]([O:6][CH:7]1[CH:8]([CH:37]([CH:38]([NH:39][CH2:40][CH2:41][CH2:42][NH:43][C:44]([CH:45]([NH2:46])[CH:57]([CH3:58])[OH:59])=[O:60])[C:61](=[O:62])[O:63][C:64]([CH3:65])([CH3:66])[CH3:67])[OH:68])[O:9][CH:10]([n:20]2[c:21](=[O:36])[n:22]([CH2:27][c:28]3[cH:29][cH:30][c:31]([O:34][CH3:35])[cH:32][cH:33]3)[c:23](=[O:26])[cH:24][cH:25]2)[CH:11]1[O:12][Si:13]([CH3:14])([CH3:15])[C:16]([CH3:17])([CH3:18])[CH3:19])([CH3:69])[CH3:70]. Starting materials: CCC(=O)OO (perpropionic acid), COC=1C(O)=CC=CC1 (pyrocatechol monomethyl ether), P(=O)(OC)([O-])[O-] (monomethyl phosphate), mixture, P(=O)(OC)(OC)[O-] (dimethyl phosphate), P(=O)(OC)([O-])[O-] (monomethyl phosphate), P(=O)(OC)(OC)[O-] (dimethyl phosphate), P(=O)(OC)(OC)[O-] (dimethyl phosphate), C1(=CC=CC=C1)OC (anisole), CCC(=O)OO (perpropionic acid), C(C)CC(=O)O (ethyl acetic acid). Run at temperature 80 celsius. Product: COC1=CC=C(O)C=C1 (hydroquinone monomethyl ether). Reaction SMILES: [C:1]1([O:7][CH3:8])[CH:6]=[CH:5][CH:4]=[CH:3][CH:2]=1.P([O-])(OC)(OC)=[O:10].P([O-])([O-])(OC)=O.CCC(OO)=O.C(CC(O)=O)C.COC1C(=CC=CC=1)O>>[CH3:8][O:7][C:1]1[CH:6]=[CH:5][C:4]([OH:10])=[CH:3][CH:2]=1. Procedure: The procedure of Example 23 was repeated, except 1 mol of anisole was used in place of phenol. To the solution in the flask, 0.2g of a mixture of dimethyl phosphate and monomethyl phosphate (available on the market under the designation of "dimethyl phosphate" and containing about 50 percent of dimethyl phosphate, the remainder being monomethyl phosphate) was added and heated to 80°C. Then 0.1 of perpropionic acid (prepared in the form of 30 percent ethyl acetic acid solution) was introduced dro...